This data is from the Open Reaction Database (ORD), a public repository of structured organic reaction records. The task is: describe an organic reaction: reactants, conditions, products, and yield Starting materials: c1ccc(CCCCOCCN(CCOCc2ccc(-c3nc4ccccc4o3)cc2)C(c2ccccc2)(c2ccccc2)c2ccccc2)cc1, CCO, CCO, CO, ClCCl, Cl. Product: Cl, c1ccc(CCCCOCCNCCOCc2ccc(-c3nc4ccccc4o3)cc2)cc1. As a reaction SMILES: [C:1]([c:2]1[cH:3][cH:4][cH:5][cH:6][cH:7]1)([c:8]1[cH:9][cH:10][cH:11][cH:12][cH:13]1)([c:14]1[cH:15][cH:16][cH:17][cH:18][cH:19]1)[N:20]([CH2:21][CH2:22][O:23][CH2:24][CH2:25][CH2:26][CH2:27][c:28]1[cH:29][cH:30][cH:31][cH:32][cH:33]1)[CH2:34][CH2:35][O:36][CH2:37][c:38]1[cH:39][cH:40][c:41](-[c:44]2[o:45][c:46]3[c:47]([n:48]2)[cH:49][cH:50][cH:51][cH:52]3)[cH:42][cH:43]1.[CH3:53][CH2:54][OH:55].[CH3:60][CH2:61][OH:62].[CH3:63][OH:64].[Cl:57][CH2:58][Cl:59].[ClH:56]>>[ClH:56].[NH:20]([CH2:21][CH2:22][O:23][CH2:24][CH2:25][CH2:26][CH2:27][c:28]1[cH:29][cH:30][cH:31][cH:32][cH:33]1)[CH2:34][CH2:35][O:36][CH2:37][c:38]1[cH:39][cH:40][c:41](-[c:44]2[o:45][c:46]3[c:47]([n:48]2)[cH:49][cH:50][cH:51][cH:52]3)[cH:42][cH:43]1. Reagents/catalysts: [Pd] (palladium-on carbon). Reaction SMILES: C([N:8]1[CH2:13][CH2:12][N:11]([C:14]2[C:23]3[C:18](=[CH:19][CH:20]=[C:21]([N:24]([CH3:26])[CH3:25])[CH:22]=3)[CH:17]=[CH:16][N:15]=2)[CH2:10][CH2:9]1)C1C=CC=CC=1>C(O)C.[H][H].[Pd]>[CH3:25][N:24]([CH3:26])[C:21]1[CH:22]=[C:23]2[C:18]([CH:17]=[CH:16][N:15]=[C:14]2[N:11]2[CH2:12][CH2:13][NH:8][CH2:9][CH2:10]2)=[CH:19][CH:20]=1. Reported procedure: After dissolving 250 mg of 1-(4-benzylpiperazin-1-yl)-7-dimethylaminoisoquinoline as synthesized in above Step 2 in 20 ml of ethanol, 50 mg of 10% palladium-on carbon was added to the solution. This mixture was stirred for 16 hours at room temperature in hydrogen atmosphere. The insoluble matter was removed by filtration and the solvent was distilled off under reduced pressure. The residue was purified on silica gel column chromatography (methanol:chloroform=1:9) to provide 46 mg (25%) of 7-dime... The solvent is C(C)O (ethanol), [H][H] (hydrogen). The yield is 24.9%. The reactants are C(C1=CC=CC=C1)N1CCN(CC1)C1=NC=CC2=CC=C(C=C12)N(C)C (1-(4-benzylpiperazin-1-yl)-7-dimethylaminoisoquinoline). Product: CN(C1=CC=C2C=CN=C(C2=C1)N1CCNCC1)C (7-dimethylamino-1-piperazin-1-ylisoquinoline). Starting materials: N1(N=NC2=C1C=CC=C2)OC=2C=NN(C(C2)=O)C(C(=O)NC2=NN(C=C2)C[C@H]2OC(OC2)(C)C)CC2CCCC2 (2-[4-(benzotriazol-1-yloxy)-6-oxo-6H-pyridazin-1-yl]-3-cyclopentyl-N-[1-((R)-2,2-dimethyl-[1,3]dioxolan-4-ylmethyl)-1H-pyrazol-3-yl]-propionamide), C([O-])([O-])=O.[Cs+].[Cs+] (cesium carbonate), ClC1=C(C=CC=C1)CCO (2-(2-chloro-phenyl)-ethanol). The solvent is C(C)#N (acetonitrile). Run at temperature 25 celsius, time 8 hour. Yields the product ethyl acetate hexanes, ClC1=C(C=CC=C1)CCOC=1C=NN(C(C1)=O)C(C(=O)NC1=NN(C=C1)C[C@H]1OC(OC1)(C)C)CC1CCCC1 (2-{4-[2-(2-chloro-phenyl)-ethoxy]-6-oxo-6H-pyridazin-1-yl}-3-cyclopentyl-N-[1-((R)-2,2-dimethyl-[1,3]dioxolan-4-ylmethyl)-1H-pyrazol-3-yl]-propionamide). Yield: 37.1%. As a reaction SMILES: N1([O:10][C:11]2[CH:12]=[N:13][N:14]([CH:18]([CH2:35][CH:36]3[CH2:40][CH2:39][CH2:38][CH2:37]3)[C:19]([NH:21][C:22]3[CH:26]=[CH:25][N:24]([CH2:27][C@@H:28]4[CH2:32][O:31][C:30]([CH3:34])([CH3:33])[O:29]4)[N:23]=3)=[O:20])[C:15](=[O:17])[CH:16]=2)C2C=CC=CC=2N=N1.C(=O)([O-])[O-].[Cs+].[Cs+].[Cl:47][C:48]1[CH:53]=[CH:52][CH:51]=[CH:50][C:49]=1[CH2:54][CH2:55]O>C(#N)C>[Cl:47][C:48]1[CH:53]=[CH:52][CH:51]=[CH:50][C:49]=1[CH2:54][CH2:55][O:10][C:11]1[CH:12]=[N:13][N:14]([CH:18]([CH2:35][CH:36]2[CH2:40][CH2:39][CH2:38][CH2:37]2)[C:19]([NH:21][C:22]2[CH:26]=[CH:25][N:24]([CH2:27][C@@H:28]3[CH2:32][O:31][C:30]([CH3:34])([CH3:33])[O:29]3)[N:23]=2)=[O:20])[C:15](=[O:17])[CH:16]=1 |f:1.2.3|. Procedure: A solution of 2-[4-(benzotriazol-1-yloxy)-6-oxo-6H-pyridazin-1-yl]-3-cyclopentyl-N-[1-((R)-2,2-dimethyl-[1,3]dioxolan-4-ylmethyl)-1H-pyrazol-3-yl]-propionamide (0.30 g, 0.54 mmol) in acetonitrile (10 mL, 0.055M) was treated with cesium carbonate (0.36 g, 1.10 mmol) and 2-(2-chloro-phenyl)-ethanol (86 μL, 0.65 mmol). The resulting reaction mixture was stirred at 25° C. overnight. The reaction mixture was then heated at 75° C. for 5.5-6 h. At this time, the reaction was partitioned between water a... Reactants: ClCc1ccc(Br)cc1OC1CCCCC1, CCO, [I-], [K+], N#C[K], O. Yields the product N#CCc1ccc(Br)cc1OC1CCCCC1. RXN SMILES: [Br:1][c:2]1[cH:3][c:4]([O:10][CH:11]2[CH2:12][CH2:13][CH2:14][CH2:15][CH2:16]2)[c:5]([CH2:8][Cl:9])[cH:6][cH:7]1.[CH3:23][CH2:24][OH:25].[I-:18].[K+:17].[K:19][C:20]#[N:21].[OH2:22]>>[Br:1][c:2]1[cH:3][c:4]([O:10][CH:11]2[CH2:12][CH2:13][CH2:14][CH2:15][CH2:16]2)[c:5]([CH2:8][C:20]#[N:21])[cH:6][cH:7]1. Starting materials: C(C)OC1=C2C(N=CNC2=CC(=C1)OC)=O (5-(ethyloxy)-7-(methyloxy)-4(1H)-quinazolinone), O=P(Cl)(Cl)Cl (POCl3). The reagents and catalysts are CN(C)C=O (DMF). Run at temperature 100 celsius, time 1 hour. Yields the product ClC1=NC=NC2=CC(=CC(=C12)OCC)OC (4-chloro-5-(ethyloxy)-7-(methyloxy)quinazoline). Yield: 84.4%. As a reaction SMILES: [CH2:1]([O:3][C:4]1[CH:13]=[C:12]([O:14][CH3:15])[CH:11]=[C:10]2[C:5]=1[C:6](=O)[N:7]=[CH:8][NH:9]2)[CH3:2].O=P(Cl)(Cl)[Cl:19]>CN(C=O)C>[Cl:19][C:6]1[C:5]2[C:10](=[CH:11][C:12]([O:14][CH3:15])=[CH:13][C:4]=2[O:3][CH2:1][CH3:2])[N:9]=[CH:8][N:7]=1. Procedure: A mixture of 5-(ethyloxy)-7-(methyloxy)-4(1H)-quinazolinone (285 mg, 1.29 mmol) in POCl3 (10 mL, 107 mmol) was treated with 1 drop of DMF and stirred at 100° C. for 1 hour before being concentrated. The residue was treated with saturated aqueous NaHCO3 and extracted with CH2Cl2. The organic extracts were dried (sodium sulfate), concentrated, and subjected to flash chromatography (1-3% MeOH—CH2Cl2) to give 4-chloro-5-(ethyloxy)-7-(methyloxy)quinazoline (260 mg, 84%) as a white solid. 1H NMR (400 ...